From a dataset of the Open Reaction Database (ORD), a public repository of structured organic reaction records. describe an organic reaction: reactants, conditions, products, and yield The reactants are C1COCCO1, CO, Cl, CC(C)(C)OC(=O)N1CCN(c2ccc(C3(C(=O)N4CCC5(C4)OC(=O)c4ccccc45)CC3)cc2)C(=O)C1. The product is O=C1OC2(CCN(C(=O)C3(c4ccc(N5CCNCC5=O)cc4)CC3)C2)c2ccccc21. RXN SMILES: [CH2:43]1[O:44][CH2:45][CH2:46][O:47][CH2:48]1.[CH3:40][OH:41].[ClH:42].[O:1]=[C:2]1[CH2:3][N:4]([C:33]([O:34][C:35]([CH3:36])([CH3:37])[CH3:38])=[O:39])[CH2:5][CH2:6][N:7]1[c:8]1[cH:9][cH:10][c:11]([C:14]2([C:17](=[O:18])[N:19]3[CH2:20][C:21]4([O:22][C:23](=[O:30])[c:24]5[c:25]4[cH:26][cH:27][cH:28][cH:29]5)[CH2:31][CH2:32]3)[CH2:15][CH2:16]2)[cH:12][cH:13]1>>[O:1]=[C:2]1[CH2:3][NH:4][CH2:5][CH2:6][N:7]1[c:8]1[cH:9][cH:10][c:11]([C:14]2([C:17](=[O:18])[N:19]3[CH2:20][C:21]4([O:22][C:23](=[O:30])[c:24]5[c:25]4[cH:26][cH:27][cH:28][cH:29]5)[CH2:31][CH2:32]3)[CH2:15][CH2:16]2)[cH:12][cH:13]1. Reactants: NC1=NC(=C2N=CN(C2=N1)[C@@H]1C[C@@H]([C@H](C1)O)CO)Cl ((+)-(1S, 2R, 4R)-4-(2-Amino-6-chloro-9H-purin-9-yl)-2-(hydroxymethyl)cyclopentanol), N1CCC1 (azetidine), [OH-].[Na+] (sodium hydroxide). Solvent: CO (methanol). Yields the product NC1=NC(=C2N=CN(C2=N1)[C@@H]1C[C@@H]([C@H](C1)O)CO)N1CCC1 ((+)-(1S, 2R, 4R)-4[2-amino-6-(1-azetidinvl)-9H-purin-9-yl]-2-(hydroxymethyl)-1-cyclopentanol). As a reaction SMILES: [NH2:1][C:2]1[N:10]=[C:9]2[C:5]([N:6]=[CH:7][N:8]2[C@H:11]2[CH2:15][C@H:14]([OH:16])[C@@H:13]([CH2:17][OH:18])[CH2:12]2)=[C:4](Cl)[N:3]=1.[NH:20]1[CH2:23][CH2:22][CH2:21]1.[OH-].[Na+]>CO>[NH2:1][C:2]1[N:10]=[C:9]2[C:5]([N:6]=[CH:7][N:8]2[C@H:11]2[CH2:15][C@H:14]([OH:16])[C@@H:13]([CH2:17][OH:18])[CH2:12]2)=[C:4]([N:20]2[CH2:23][CH2:22][CH2:21]2)[N:3]=1 |f:2.3|. Procedure: (+)-(1S, 2R, 4R)-4-(2-Amino-6-chloro-9H-purin-9-yl)-2-(hydroxymethyl)cyclopentanol (340 mg, 1.20 mmol) and azetidine (98%, ALdrich, 1.0 mL) and methanol (6 mL) were maintained at 60° C. in a sealed tube for 18 hours. To the cooled solution was added 1N sodium hydroxide (1.2 mL). Volatiles were evaporated and the residue chromatographed on silica gel. Title compound was eluted with methanol: ethyl acetatel 15:85 as a white foam which solidified to white powder from methanol-acetonitrile (333 mg, ... Starting materials: [N+](=O)([O-])C1=C(CC2=NNC=N2)C=CC=C1 (3-(o-nitrobenzyl)-1,2,4-triazole), aqueous solution, [OH-].[NH4+] (ammonium hydroxide). The reagents and catalysts are [Cl-].[Cl-].[Cl-].[Ti+3] (titanium trichloride). Solvent: O1CCCC1 (tetrahydrofurane), O (water). Conditions: time 24 hour. Product: NC1=C(CC2=NNC=N2)C=CC=C1 (3-(o-aminobenzyl)-1,2,4-triazole). As a reaction SMILES: [N+:1]([C:4]1[CH:15]=[CH:14][CH:13]=[CH:12][C:5]=1[CH2:6][C:7]1[N:11]=[CH:10][NH:9][N:8]=1)([O-])=O.[OH-].[NH4+]>O1CCCC1.O.[Cl-].[Cl-].[Cl-].[Ti+3]>[NH2:1][C:4]1[CH:15]=[CH:14][CH:13]=[CH:12][C:5]=1[CH2:6][C:7]1[N:11]=[CH:10][NH:9][N:8]=1 |f:1.2,5.6.7.8|. Procedure details: To a solution of 9.64 g of 3-(o-nitrobenzyl)-1,2,4-triazole in 150 ml of tetrahydrofurane, 220 ml of 1.3M aqueous solution of titanium trichloride is added and the mixture is stirred at room temperature for 24 hours. The mixture is cooled in an ice-water bath and concentrated ammonium hydroxide is added dropwise to bring the pH of the solution to 8; the solution is diluted further with water and extracted 4 times with methylene chloride. The combined extracts are decolorized with charcoal, dried... Reactants: Cc1c(Br)c(F)c2oc(C3CC3)nc2c1C#N, CC(C)(C)C1=C(O)C(C)(C(C)(C)C)CC=C1, CCCC[Sn](CCCC)(CCCC)c1cccn1C, Cc1ccccc1, Cl[Pd]Cl, c1ccc(P(c2ccccc2)c2ccccc2)cc1, c1ccc(P(c2ccccc2)c2ccccc2)cc1. Product: Cc1c(-c2cccn2C)c(F)c2oc(C3CC3)nc2c1C#N. RXN SMILES: [Br:1][c:2]1[c:3]([F:17])[c:4]2[c:5]([n:6][c:7]([CH:9]3[CH2:10][CH2:11]3)[o:8]2)[c:12]([C:15]#[N:16])[c:13]1[CH3:14].[C:37]([C:38]1([CH3:39])[C:40]([OH:41])=[C:42]([C:43]([CH3:44])([CH3:45])[CH3:46])[CH:47]=[CH:48][CH2:49]1)([CH3:50])([CH3:51])[CH3:52].[CH2:18]([Sn:19]([CH2:20][CH2:21][CH2:22][CH3:29])([c:23]1[n:24]([CH3:28])[cH:25][cH:26][cH:27]1)[CH2:30][CH2:31][CH2:32][CH3:33])[CH2:34][CH2:35][CH3:36].[CH3:53][c:54]1[cH:55][cH:56][cH:57][cH:58][cH:59]1.[Pd:60]([Cl:61])[Cl:62].[c:63]1([P:64]([c:65]2[cH:66][cH:67][cH:68][cH:69][cH:70]2)[c:71]2[cH:72][cH:73][cH:74][cH:75][cH:76]2)[cH:77][cH:78][cH:79][cH:80][cH:81]1.[c:82]1([P:83]([c:84]2[cH:85][cH:86][cH:87][cH:88][cH:89]2)[c:90]2[cH:91][cH:92][cH:93][cH:94][cH:95]2)[cH:96][cH:97][cH:98][cH:99][cH:100]1>>[c:2]1(-[c:23]2[n:24]([CH3:28])[cH:25][cH:26][cH:27]2)[c:3]([F:17])[c:4]2[c:5]([n:6][c:7]([CH:9]3[CH2:10][CH2:11]3)[o:8]2)[c:12]([C:15]#[N:16])[c:13]1[CH3:14]. Starting materials: C1(=CC=C(C=C1)S(=O)(=O)Cl)C (p-toluenesulfonyl chloride), ClC1=C(N)C=CC(=C1)[N+](=O)[O-] (2-Chloro-4-nitroaniline), O (water). Solvent: N1=CC=CC=C1 (pyridine). Product: ClC1=C(NS(=O)(=O)C2=CC=C(C=C2)C)C=CC(=C1)[N+](=O)[O-] (2′-chloro-4′-nitro-p-toluenesulfonanilide). Yield: 79.9%. As a reaction SMILES: [Cl:1][C:2]1[CH:8]=[C:7]([N+:9]([O-:11])=[O:10])[CH:6]=[CH:5][C:3]=1[NH2:4].[C:12]1([CH3:22])[CH:17]=[CH:16][C:15]([S:18](Cl)(=[O:20])=[O:19])=[CH:14][CH:13]=1.O>N1C=CC=CC=1>[Cl:1][C:2]1[CH:8]=[C:7]([N+:9]([O-:11])=[O:10])[CH:6]=[CH:5][C:3]=1[NH:4][S:18]([C:15]1[CH:16]=[CH:17][C:12]([CH3:22])=[CH:13][CH:14]=1)(=[O:20])=[O:19]. Procedure details: 2-Chloro-4-nitroaniline (1.73 g (10.0 mmol)) was dissolved in 5.0 ml of pyridine. To this, p-toluenesulfonyl chloride (1.91 g (10.0 mmol)) was added with stirring at room temperature. After stirring for 18 hours at room temperature, water (50 ml) was added to the reaction mixture to bring about separation of crystals. The crystals were filtered, washed with water and then dissolved in an aqueous solution of sodium hydroxide. The resulting solution was washed with diethyl ether, and the water lay... Reactants: C(C)(C)C=1C=C(C=O)C=C(C1OC)C(C)C (3,5-Diisopropyl-4-methoxybenzaldehyde), C(C)(=O)NC1=CC=C2CC(NC2=C1)=O (6-acetamido-2-oxindole). Product: C(C)(C)C=1C=C(C=C2C(NC3=CC(=CC=C23)NC(C)=O)=O)C=C(C1OC)C(C)C (N-[3-(3,5-diisopropyl-4-methoxybenzylidene)-2-oxo-2,3-dihydro-1H-indol-6-yl]-acetamide). As a reaction SMILES: [CH:1]([C:4]1[CH:5]=[C:6]([CH:9]=[C:10]([CH:14]([CH3:16])[CH3:15])[C:11]=1[O:12][CH3:13])[CH:7]=O)([CH3:3])[CH3:2].[C:17]([NH:20][C:21]1[CH:29]=[C:28]2[C:24]([CH2:25][C:26](=[O:30])[NH:27]2)=[CH:23][CH:22]=1)(=[O:19])[CH3:18]>>[CH:1]([C:4]1[CH:5]=[C:6]([CH:9]=[C:10]([CH:14]([CH3:16])[CH3:15])[C:11]=1[O:12][CH3:13])[CH:7]=[C:25]1[C:24]2[C:28](=[CH:29][C:21]([NH:20][C:17](=[O:19])[CH3:18])=[CH:22][CH:23]=2)[NH:27][C:26]1=[O:30])([CH3:3])[CH3:2]. Procedure details: 3,5-Diisopropyl-4-methoxybenzaldehyde was condensed with 6-acetamido-2-oxindole to give 0.3 g of N-[3-(3,5-diisopropyl-4-methoxybenzylidene)-2-oxo-2,3-dihydro-1H-indol-6-yl]-acetamide as a yellow-orange solid.